From a dataset of the Open Reaction Database (ORD), a public repository of structured organic reaction records. describe an organic reaction: reactants, conditions, products, and yield The reactants are O=C(O)Cc1ccc(C(F)(F)F)cc1, COc1ccc(N)cc1OC. Solvent: CN(C)C=O (DMF), CN(C)C=O (DMF), CN(C)C=O (DMF), CN(C)C=O (DMF), CN(C)C=O (DMF), CN(C)C=O (DMF). Conditions: temperature 25 celsius, time 2 hour. The reagents and catalysts are CC(C)N=C=NC(C)C (DIC), CN1C(=C(C(=O)N(C1=O)C)N=O)O (Oxyma-B). Yields the product COc1ccc(NC(=O)Cc2ccc(C(F)(F)F)cc2)cc1OC. RXN SMILES: COc1ccc(N)cc1OC.O=C(O)Cc1ccc(C(F)(F)F)cc1.CC(C)N=C=NC(C)C.CN1C(=C(C(=O)N(C1=O)C)N=O)O.CN(C)C=O>>COc1ccc(NC(=O)Cc2ccc(C(F)(F)F)cc2)cc1OC. Yield: 28.9%. The reactants are ClC1=C2C=CC=NC2=C(C=C1)OC(=O)NCC(=O)OCC (Ethyl N-(((5-chloro-8-quinolinyl)oxy)-carbonyl)glycinate). Solvent: Cl (hydrochloric acid). The product is Cl.ClC1=C2C=CC=NC2=C(C=C1)OC(=O)NCC(=O)OCC (ethyl N-(((5-chloro-8-quinolinyl)oxy)carbonyl)glycinate hydrochloride salt). RXN SMILES: [Cl:1][C:2]1[CH:11]=[CH:10][C:9]([O:12][C:13]([NH:15][CH2:16][C:17]([O:19][CH2:20][CH3:21])=[O:18])=[O:14])=[C:8]2[C:3]=1[CH:4]=[CH:5][CH:6]=[N:7]2>Cl>[ClH:1].[Cl:1][C:2]1[CH:11]=[CH:10][C:9]([O:12][C:13]([NH:15][CH2:16][C:17]([O:19][CH2:20][CH3:21])=[O:18])=[O:14])=[C:8]2[C:3]=1[CH:4]=[CH:5][CH:6]=[N:7]2 |f:2.3|. Procedure: 5.0 g of ethyl N-(((5-chloro-8-quinolinyl)oxy)carbonyl)glycinate (prepared as described in Example 1) was stirred in 30 ml of 5 N hydrochloric acid at room temperature. A precipitate formed and was collected by filtration and subsequently recrystallized from ethanol to give the desired ethyl N-(((5-chloro-8-quinolinyl)oxy)carbonyl)glycinate hydrochloride salt as pale yellow crystals, m.p. 170° C. (decomposition).